Dataset: the Open Reaction Database (ORD), a public repository of structured organic reaction records. Task: describe an organic reaction: reactants, conditions, products, and yield Reactants: C[Mg]Br (methylmagnesium bromide), O (water), C(C)(C)(C)OC(=O)N1C(=CC2=CC(=CC=C12)C(C1=CC=CC=C1)=O)C=1C2=C(N(N1)C(=O)OC(C)(C)C)C=CS2 (5-benzoyl-2-(1-tert-butoxycarbonyl-1H-thieno[3,2-c]pyrazol-3-yl)-indole-1-carboxylic acid tert-butyl ester), C(C)(C)(C)OC(=O)N1C(=CC2=CC(=CC=C12)C(C1=CC=CC=C1)=O)C=1C2=C(N(N1)C(=O)OC(C)(C)C)C=CS2 (5-benzoyl-2-(1-tert-butoxycarbonyl-1H-thieno[3,2-c]pyrazol-3-yl)-indole-1-carboxylic acid tert-butyl ester), C[Mg]Br (methylmagnesium bromide). Solvent: O1CCCC1 (tetrahydrofuran). Reaction conditions: time 30 minute. Product: C1(=CC=CC=C1)C(C)(O)C=1C=C2C=C(NC2=CC1)C=1C2=C(NN1)C=CS2 (1-phenyl-1-[2-(1H-thieno[3,2-c]pyrazol-3-yl)-1H-indol-5-yl]-ethanol). The yield is 71.0%. Reaction SMILES: C(OC([N:8]1[C:16]2[C:11](=[CH:12][C:13]([C:17](=[O:24])[C:18]3[CH:23]=[CH:22][CH:21]=[CH:20][CH:19]=3)=[CH:14][CH:15]=2)[CH:10]=[C:9]1[C:25]1[C:26]2[S:39][CH:38]=[CH:37][C:27]=2[N:28](C(OC(C)(C)C)=O)[N:29]=1)=O)(C)(C)C.[CH3:40][Mg]Br.O>O1CCCC1>[C:18]1([C:17]([C:13]2[CH:12]=[C:11]3[C:16](=[CH:15][CH:14]=2)[NH:8][C:9]([C:25]2[C:26]4[S:39][CH:38]=[CH:37][C:27]=4[NH:28][N:29]=2)=[CH:10]3)([OH:24])[CH3:40])[CH:23]=[CH:22][CH:21]=[CH:20][CH:19]=1. Procedure: To a solution of 5-benzoyl-2-(1-tert-butoxycarbonyl-1H-thieno[3,2-c]pyrazol-3-yl)-indole-1-carboxylic acid tert-butyl ester [Intermediate (13)] in anhydrous tetrahydrofuran (5 mL) is added methylmagnesium bromide (1M in tetrahydrofuran, 0.8 mL) at −78° C. Stirred under nitrogen for 30 minutes. Added another 0.88 mL of methylmagnesium bromide and let the reaction warm to room temperature slowly. After overnight water/saturated ammonium chloride (2 mL) is added at 0° C. and extracted twice with et... Reactants: C(C)OC([C@H](CC1=CC=C(C=C1)OCCCBr)OC)=O ((2S)-3-[4-(3-Bromo-propoxy)-phenyl]-2-methoxy-propionic acid ethyl ester), FC(OC1=CC=C(C=C1)C1=CC=C(C=C1)O)(F)F (4′-Trifluoromethoxy-biphenyl-4-ol), [OH-].[Na+] (NaOH). The product is CO[C@H](C(=O)O)CC1=CC=C(C=C1)OCCCOC1=CC=C(C=C1)C1=CC=C(C=C1)OC(F)(F)F ((2S)-2-Methoxy-3-{4-[3-(4′-trifluoromethoxy-biphenyl-4-yloxy)-propoxy]-phenyl}-propionic acid). As a reaction SMILES: C([O:3][C:4](=[O:20])[C@@H:5]([O:18][CH3:19])[CH2:6][C:7]1[CH:12]=[CH:11][C:10]([O:13][CH2:14][CH2:15][CH2:16]Br)=[CH:9][CH:8]=1)C.[F:21][C:22]([F:38])([F:37])[O:23][C:24]1[CH:29]=[CH:28][C:27]([C:30]2[CH:35]=[CH:34][C:33]([OH:36])=[CH:32][CH:31]=2)=[CH:26][CH:25]=1.[OH-].[Na+]>>[CH3:19][O:18][C@@H:5]([CH2:6][C:7]1[CH:8]=[CH:9][C:10]([O:13][CH2:14][CH2:15][CH2:16][O:36][C:33]2[CH:34]=[CH:35][C:30]([C:27]3[CH:28]=[CH:29][C:24]([O:23][C:22]([F:21])([F:37])[F:38])=[CH:25][CH:26]=3)=[CH:31][CH:32]=2)=[CH:11][CH:12]=1)[C:4]([OH:3])=[O:20] |f:2.3|. Reported procedure: (2S)-3-[4-(3-Bromo-propoxy)-phenyl]-2-methoxy-propionic acid ethyl ester from Example 173, Step A was treated with 4′-Trifluoromethoxy-biphenyl-4-ol from Step A under the Standard Procedure J. The compound thus obtained was allowed to react under Standard hydrolysis procedure C (NaOH) to give the title compound. MS(ES) for C26H25F3O6 [M+NH4]+: 508, [M+Na]+: 513. Starting materials: CS(C)=O, CC(C)(C)OC(=O)N(CCCl)CCCl, N#CCc1ccc2ccccc2c1. Product: CC(C)(C)OC(=O)N1CCC(C#N)(c2ccc3ccccc3c2)CC1. Reaction SMILES: [CH3:28][S:29]([CH3:30])=[O:31].[Cl:14][CH2:15][CH2:16][N:17]([C:18](=[O:19])[O:20][C:21]([CH3:22])([CH3:23])[CH3:24])[CH2:25][CH2:26][Cl:27].[cH:1]1[c:2]([CH2:11][C:12]#[N:13])[cH:3][cH:4][c:5]2[cH:6][cH:7][cH:8][cH:9][c:10]12>>[cH:1]1[c:2]([C:11]2([C:12]#[N:13])[CH2:15][CH2:16][N:17]([C:18](=[O:19])[O:20][C:21]([CH3:22])([CH3:23])[CH3:24])[CH2:25][CH2:26]2)[cH:3][cH:4][c:5]2[cH:6][cH:7][cH:8][cH:9][c:10]12. Starting materials: Brc1ncc(Br)n2ncnc12, CC(C)(C)[SiH2]OC(C)(C)c1cc(N)ccc1N1CCOCC1, CCN(C(C)C)C(C)C, CC(C)O. The product is CC(C)(C)[SiH2]OC(C)(C)c1cc(Nc2ncc(Br)n3ncnc23)ccc1N1CCOCC1. Reaction SMILES: [Br:1][c:2]1[cH:3][n:4][c:5]([Br:11])[c:6]2[n:7]1[n:8][cH:9][n:10]2.[C:12]([CH3:13])([CH3:14])([CH3:15])[SiH2:16][O:17][C:18]([c:19]1[cH:20][c:21]([NH2:31])[cH:22][cH:23][c:24]1[N:25]1[CH2:26][CH2:27][O:28][CH2:29][CH2:30]1)([CH3:32])[CH3:33].[CH2:34]([N:35]([CH:36]([CH3:37])[CH3:38])[CH:39]([CH3:40])[CH3:41])[CH3:42].[CH3:43][CH:44]([OH:45])[CH3:46]>>[Br:1][c:2]1[cH:3][n:4][c:5]([NH:31][c:21]2[cH:20][c:19]([C:18]([O:17][SiH2:16][C:12]([CH3:13])([CH3:14])[CH3:15])([CH3:32])[CH3:33])[c:24]([N:25]3[CH2:26][CH2:27][O:28][CH2:29][CH2:30]3)[cH:23][cH:22]2)[c:6]2[n:7]1[n:8][cH:9][n:10]2. As a reaction SMILES: Cl[S:2]([N:5]=[C:6]=[O:7])(=[O:4])=[O:3].[C:8]1([CH2:14][OH:15])[CH:13]=[CH:12][CH:11]=[CH:10][CH:9]=1.Cl.[CH3:17][O:18][C:19](=[O:25])[CH:20]([CH:22](C)[CH3:23])[NH2:21].Cl.[Cl-].[Na+].[CH2:29](Cl)Cl>C(N(CC)CC)C>[CH3:17][O:18][C:19](=[O:25])[CH:20]([NH:21][S:2]([NH:5][C:6]([O:15][CH2:14][C:8]1[CH:13]=[CH:12][CH:11]=[CH:10][CH:9]=1)=[O:7])(=[O:4])=[O:3])[CH2:22][CH2:23][CH3:29] |f:2.3,5.6|. The product is COC(C(CCC)NS(=O)(=O)NC(=O)OCC1=CC=CC=C1)=O (2-(N-carbobenzyloxyaminosulfonyl)aminopentanoic acid methyl ester). Reactants: Cl (HCl), [Cl-].[Na+] (sodium chloride), ClS(=O)(=O)N=C=O (chlorosulfonyl isocyanate), C1(=CC=CC=C1)CO (phenylmethanol), C(Cl)Cl (methylene chloride), Cl.COC(C(N)C(C)C)=O (DL-valine methyl ester hydrochloride), C(Cl)Cl (methylene chloride). The solvent is C(C)N(CC)CC (triethylamine). Run at time 2 hour. Reported procedure: To a stirred solution of 7.36 ml (84.9 mmol) of chlorosulfonyl isocyanate in 150 ml of methylene chloride was added phenylmethanol (8.82 ml, 84.7 mmol) at 0° C. over a period of 35 minutes. After stirring the above solution for 2 hours at this temperature, a solution of 15.62 g (93.25 mmol) of DL-valine methyl ester hydrochloride in methylene chloride containing triethylamine (36.6 ml) was added at 0°-5° C., and the resulting mixture was stirred overnight allowing the mixture to warm to room tem... Starting materials: Cl (hydrochloric acid), FC=1C=C(CNC2=C(C=NC(=C2)NC2=CC=C(C=C2)C(=O)OCC)CC(=O)N)C=C(C1)F (4-[(3,5-difluorobenzyl)amino]-6-[(4-ethoxycarbonylphenyl)amino]pyridine-3-carboxyamide), compound. Solvent: O (water), C(C)O (ethanol), [OH-].[Na+] (sodium hydroxide), O (water). Conditions: temperature 50 celsius, time 4 hour. Product: C(=O)(O)C1=CC=C(C=C1)NC1=CC(=C(C=N1)CC(=O)N)NCC1=CC(=CC(=C1)F)F (6-[(4-carboxyphenyl)amino]-4-[(3,5-difluorobenzyl)amino]pyridine-3-carboxyamide). The yield is 31.8%. As a reaction SMILES: [F:1][C:2]1[CH:3]=[C:4]([CH:29]=[C:30]([F:32])[CH:31]=1)[CH2:5][NH:6][C:7]1[CH:12]=[C:11]([NH:13][C:14]2[CH:19]=[CH:18][C:17]([C:20]([O:22]CC)=[O:21])=[CH:16][CH:15]=2)[N:10]=[CH:9][C:8]=1[CH2:25][C:26]([NH2:28])=[O:27].Cl>C(O)C.[OH-].[Na+].O>[C:20]([C:17]1[CH:16]=[CH:15][C:14]([NH:13][C:11]2[N:10]=[CH:9][C:8]([CH2:25][C:26]([NH2:28])=[O:27])=[C:7]([NH:6][CH2:5][C:4]3[CH:3]=[C:2]([F:1])[CH:31]=[C:30]([F:32])[CH:29]=3)[CH:12]=2)=[CH:19][CH:18]=1)([OH:22])=[O:21] |f:3.4|. Procedure: 302 mg of 4-[(3,5-difluorobenzyl)amino]-6-[(4-ethoxycarbonylphenyl)amino]pyridine-3-carboxyamide (the compound of Example 321) was dissolved in 13 mL of ethanol, to which 2.5 mL of 2 mol/L sodium hydroxide in water was added, and stirred at 50° C. for 4 hours. After cooling, the reaction mixture was neutralized by adding 1 mol/L hydrochloric acid in water, extracted with chloroform, and dried on anhydrous sodium sulfate. The solvent was evaporated to obtain 90 mg (yield 32%) of the title compoun... Reactants: C1CCOC1, COC(=O)c1ccc(-c2ccc([N+](=O)[O-])cc2)cc1C, CO, [Na+], [OH-], O. Yields the product Cc1cc(-c2ccc([N+](=O)[O-])cc2)ccc1C(=O)O. As a reaction SMILES: [CH2:26]1[O:27][CH2:28][CH2:29][CH2:30]1.[CH3:1][c:2]1[cH:3][c:4](-[c:12]2[cH:13][cH:14][c:15]([N+:18](=[O:19])[O-:20])[cH:16][cH:17]2)[cH:5][cH:6][c:7]1[C:8](=[O:9])[O:10][CH3:11].[CH3:21][OH:22].[Na+:25].[OH-:24].[OH2:23]>>[CH3:1][c:2]1[cH:3][c:4](-[c:12]2[cH:13][cH:14][c:15]([N+:18](=[O:19])[O-:20])[cH:16][cH:17]2)[cH:5][cH:6][c:7]1[C:8](=[O:9])[OH:10].